Dataset: the Open Reaction Database (ORD), a public repository of structured organic reaction records. Task: describe an organic reaction: reactants, conditions, products, and yield Starting materials: CCN(C(C)C)C(C)C, ClCCl, O=C(O)c1cc(-c2ccc(C(F)(F)F)cc2)nc2ccc(C(F)(F)F)cc12, O=C(C1CCCN(C2CCNCC2)C1)N1CCOCC1, O, On1nnc2ccccc21. The product is O=C(c1cc(-c2ccc(C(F)(F)F)cc2)nc2ccc(C(F)(F)F)cc12)N1CCC(N2CCCC(C(=O)N3CCOCC3)C2)CC1. Reaction SMILES: [CH:59]([N:60]([CH:61]([CH3:62])[CH3:63])[CH2:64][CH3:65])([CH3:66])[CH3:67].[Cl:68][CH2:69][Cl:70].[F:21][C:22]([c:23]1[cH:24][c:25]2[c:26]([C:43](=[O:44])[OH:45])[cH:27][c:28](-[c:33]3[cH:34][cH:35][c:36]([C:39]([F:40])([F:41])[F:42])[cH:37][cH:38]3)[n:29][c:30]2[cH:31][cH:32]1)([F:46])[F:47].[N:1]1([CH:15]2[CH2:16][CH2:17][NH:18][CH2:19][CH2:20]2)[CH2:2][CH:3]([C:7](=[O:8])[N:9]2[CH2:10][CH2:11][O:12][CH2:13][CH2:14]2)[CH2:4][CH2:5][CH2:6]1.[OH2:48].[OH:49][n:50]1[c:51]2[cH:52][cH:53][cH:54][cH:55][c:56]2[n:57][n:58]1>>[N:1]1([CH:15]2[CH2:16][CH2:17][N:18]([C:43]([c:26]3[c:25]4[cH:24][c:23]([C:22]([F:21])([F:46])[F:47])[cH:32][cH:31][c:30]4[n:29][c:28](-[c:33]4[cH:34][cH:35][c:36]([C:39]([F:40])([F:41])[F:42])[cH:37][cH:38]4)[cH:27]3)=[O:44])[CH2:19][CH2:20]2)[CH2:2][CH:3]([C:7](=[O:8])[N:9]2[CH2:10][CH2:11][O:12][CH2:13][CH2:14]2)[CH2:4][CH2:5][CH2:6]1. Conditions: time 3 day. RXN SMILES: [CH:1]1([CH2:6][C@H:7]([CH2:28][N:29]([CH:38]=[O:39])[O:30][CH2:31][C:32]2[CH:37]=[CH:36][CH:35]=[CH:34][CH:33]=2)[C:8]([N:10]2[C@H:14]([C:15](O)=[O:16])[CH2:13][CH2:12][N:11]2[C:18]([O:20][CH2:21][C:22]2[CH:27]=[CH:26][CH:25]=[CH:24][CH:23]=2)=[O:19])=[O:9])[CH2:5][CH2:4][CH2:3][CH2:2]1.[NH:40]1[C:44]2[CH:45]=[CH:46][C:47]([NH2:49])=[CH:48][C:43]=2[N:42]=[N:41]1.CN1CCOCC1>C(#N)C>[NH:40]1[C:44]2[CH:45]=[CH:46][C:47]([NH:49][C:15]([C@@H:14]3[CH2:13][CH2:12][N:11]([C:18]([O:20][CH2:21][C:22]4[CH:27]=[CH:26][CH:25]=[CH:24][CH:23]=4)=[O:19])[N:10]3[C:8](=[O:9])[C@@H:7]([CH2:28][N:29]([CH:38]=[O:39])[O:30][CH2:31][C:32]3[CH:37]=[CH:36][CH:35]=[CH:34][CH:33]=3)[CH2:6][CH:1]3[CH2:2][CH2:3][CH2:4][CH2:5]3)=[O:16])=[CH:48][C:43]=2[N:42]=[N:41]1. The yield is 69.3%. Starting materials: C1(CCCC1)C[C@@H](C(=O)N1N(CC[C@H]1C(=O)O)C(=O)OCC1=CC=CC=C1)CN(OCC1=CC=CC=C1)C=O ((3S)-2-[(2R)-3-cyclopentyl-2-({formyl[(phenylmethyl)oxy]amino}methyl)propanoyl]-1-{[(phenylmethyl)oxy]carbonyl}-3-pyrazolidine carboxylic acid), N1N=NC2=C1C=CC(=C2)N (1H-1,2,3-benzotriazol-5-amine), CN1CCOCC1 (N-methylmorpholine), DMTMM tetrafluoroborate. Yields the product N1N=NC2=C1C=CC(=C2)NC(=O)[C@H]2N(N(CC2)C(=O)OCC2=CC=CC=C2)C([C@H](CC2CCCC2)CN(OCC2=CC=CC=C2)C=O)=O (phenylmethyl (3S)-3-[(1H-1,2,3-benzotriazol-5-ylamino)carbonyl]-2-[(2R)-3-cyclopentyl-2-({formyl[(phenylmethyl)oxy]amino}methyl)propanoyl]-1-pyrazolidinecarboxylate). Procedure: To a solution of (3S)-2-[(2R)-3-cyclopentyl-2-({formyl[(phenylmethyl)oxy]amino}methyl)propanoyl]-1-{[(phenylmethyl)oxy]carbonyl}-3-pyrazolidine carboxylic acid (103.1 mg, 0.192 mmol), 1H-1,2,3-benzotriazol-5-amine (56.6 mg, 0.422 mmol), and N-methylmorpholine (46.4 μl, 0.422 mmol) in acetonitrile (1.87 ml) was added DMTMM tetrafluoroborate (69.2 mg, 0.211 mmol). The solution was stirred for 3 days, and then concentrated in vacuo. The residue was dissolved in EtOAc (100 mL), and washed with 1 N a... Run in C(C)#N (acetonitrile). The reactants are C1(CCCCC1)C(=O)C1=C(C=C(C=C1)OCC1=CC=CC=C1)F (cyclohexyl (4-benzyloxy-2-fluorophenyl)methanone), C(C1=CC=CC=C1)NN (benzylhydrazine), O.NN (hydrazine hydrate), CNN (methylhydrazine). Yields the product C(C1=CC=CC=C1)OC1=CC=C2C(=NN(C2=C1)C1=CC=C(C=C1)OCC1=CC=CC=C1)C1CCCC1 (6-benzyloxy-3-cyclopentyl-1-(4-benzyloxyphenyl)-1H-indazole). Reaction SMILES: [CH:1]1([C:7]([C:9]2[CH:14]=[CH:13][C:12]([O:15][CH2:16][C:17]3[CH:22]=[CH:21][CH:20]=[CH:19][CH:18]=3)=[CH:11][C:10]=2F)=O)[CH2:6][CH2:5][CH2:4][CH2:3]C1.[OH2:24].NN.[CH3:27][NH:28][NH2:29].[CH2:30](NN)[C:31]1[CH:36]=[CH:35][CH:34]=[CH:33][CH:32]=1>>[CH2:16]([O:15][C:12]1[CH:11]=[C:10]2[C:9]([C:7]([CH:1]3[CH2:3][CH2:4][CH2:5][CH2:6]3)=[N:29][N:28]2[C:27]2[CH:9]=[CH:7][C:1]([O:24][CH2:30][C:31]3[CH:36]=[CH:35][CH:34]=[CH:33][CH:32]=3)=[CH:6][CH:5]=2)=[CH:14][CH:13]=1)[C:17]1[CH:18]=[CH:19][CH:20]=[CH:21][CH:22]=1 |f:1.2|. Reported procedure: Using the same procedure but replacing cyclopentyl (4-benzyloxy-2-fluorophenyl)methanone by cyclohexyl (4-benzyloxy-2-fluorophenyl)methanone and hydrazine hydrate by methylhydrazine or benzylhydrazine, the following compound were respectively obtained: